Dataset: the Open Reaction Database (ORD), a public repository of structured organic reaction records. Task: describe an organic reaction: reactants, conditions, products, and yield Starting materials: [Al+3], CN(CCc1c[nH]c2ccc(C#N)cc12)Cc1ccccc1, [H-], [H-], [H-], [H-], [Li+], C1CCOC1. Yields the product CN(CCc1c[nH]c2ccc(CN)cc12)Cc1ccccc1. RXN SMILES: [Al+3:24].[CH3:1][N:2]([CH2:3][CH2:4][c:5]1[cH:6][nH:7][c:8]2[cH:9][cH:10][c:11]([C:14]#[N:15])[cH:12][c:13]12)[CH2:16][c:17]1[cH:18][cH:19][cH:20][cH:21][cH:22]1.[H-:23].[H-:26].[H-:27].[H-:28].[Li+:25].[O:29]1[CH2:30][CH2:31][CH2:32][CH2:33]1>>[CH3:1][N:2]([CH2:3][CH2:4][c:5]1[cH:6][nH:7][c:8]2[cH:9][cH:10][c:11]([CH2:14][NH2:15])[cH:12][c:13]12)[CH2:16][c:17]1[cH:18][cH:19][cH:20][cH:21][cH:22]1.